This data is from the Open Reaction Database (ORD), a public repository of structured organic reaction records. The task is: describe an organic reaction: reactants, conditions, products, and yield Reactants: CC(C)(C)c1ccc(Br)cc1, O=C1CCC2(CC1)OCCO2, CCOCC, CC(=O)O, [Mg], C1CCOC1, O. The product is CC(C)(C)c1ccc(C2(O)CCC3(CC2)OCCO3)cc1. As a reaction SMILES: [C:2]([CH3:3])([CH3:4])([CH3:5])[c:6]1[cH:7][cH:8][c:9]([Br:12])[cH:10][cH:11]1.[CH2:13]1[CH2:14][O:15][C:16]2([CH2:17][CH2:18][C:19](=[O:22])[CH2:20][CH2:21]2)[O:23]1.[CH2:25]([O:26][CH2:27][CH3:28])[CH3:29].[CH3:35][C:36](=[O:37])[OH:38].[Mg:1].[O:30]1[CH2:31][CH2:32][CH2:33][CH2:34]1.[OH2:24]>>[C:2]([CH3:3])([CH3:4])([CH3:5])[c:6]1[cH:7][cH:8][c:9]([C:19]2([OH:22])[CH2:18][CH2:17][C:16]3([O:15][CH2:14][CH2:13][O:23]3)[CH2:21][CH2:20]2)[cH:10][cH:11]1.